This data is from the Open Reaction Database (ORD), a public repository of structured organic reaction records. The task is: describe an organic reaction: reactants, conditions, products, and yield Starting materials: [NH2-].[Na+] (sodium amide), BrC(C)C (2-bromopropane), [Cl-].[NH4+] (ammonium chloride), S1C(=CC=C1)CC#N (2-Thienyl acetonitrile). Solvent: O1CCCC1 (tetrahydrofuran), O1CCCC1 (tetrahydrofuran), O1CCCC1 (tetrahydrofuran). Conditions: time 5 minute. Product: CC(C(C#N)C=1SC=CC1)C (3-Methyl-2-(2-thienyl)butane Nitrile). As a reaction SMILES: [S:1]1[CH:5]=[CH:4][CH:3]=[C:2]1[CH2:6][C:7]#[N:8].[NH2-].[Na+].Br[CH:12]([CH3:14])[CH3:13].[Cl-].[NH4+]>O1CCCC1>[CH3:13][CH:12]([CH3:14])[CH:6]([C:2]1[S:1][CH:5]=[CH:4][CH:3]=1)[C:7]#[N:8] |f:1.2,4.5|. Procedure: 2-Thienyl acetonitrile, 15 g 0.12 mol, was dissolved in tetrahydrofuran 125 ml and added dropwise to a suspension of sodium amide 4.75 g 0.12 mol in tetrahydrofuran 250 ml under ice-cooling. After stirring for 5 minutes, a solution of 2-bromopropane 11.4 ml 0.12 mol in tetrahydrofuran 125 ml was added dropwise thereto. Aqueous saturated ammonium chloride was added to the reaction mixture which was then extracted with ethyl acetate. The extract was washed with brine, dried over magnesium sulfate ...